This data is from the Open Reaction Database (ORD), a public repository of structured organic reaction records. The task is: describe an organic reaction: reactants, conditions, products, and yield The reactants are CC(C)([O-])C.[K+] (potassium t-butoxide), COC(CCC(CCC(=O)O)C1=CC=NC=C1)=O (4-(4-pyridyl)pimelic acid methyl ester), [Cl-].[NH4+] (ammonium chloride). The solvent is O1CCCC1 (tetrahydrofuran), O1CCCC1 (tetrahydrofuran). Conditions: time 2 hour. Yields the product COC(=O)C1C(CCC(C1)C1=CC=NC=C1)=O (2-methoxycarbonyl-4-(4-pyridyl)cyclohexanone). The yield is 39.8%. Reaction SMILES: CC(C)([O-])C.[K+].[CH3:7][O:8][C:9](=[O:24])[CH2:10][CH2:11][CH:12]([C:18]1[CH:23]=[CH:22][N:21]=[CH:20][CH:19]=1)[CH2:13][CH2:14][C:15]([OH:17])=O.[Cl-].[NH4+]>O1CCCC1>[CH3:7][O:8][C:9]([CH:10]1[CH2:11][CH:12]([C:18]2[CH:23]=[CH:22][N:21]=[CH:20][CH:19]=2)[CH2:13][CH2:14][C:15]1=[O:17])=[O:24] |f:0.1,3.4|. Procedure details: To 100 ml of tetrahydrofuran, there was added 13 g of potassium t-butoxide. A solution of 26 g of 4-(4-pyridyl)pimelic acid methyl ester in 50 ml of tetrahydrofuran was added at 20° to 40° C. and the mixture was stirred for 2 hours. After the reaction was completed, the mixture was treated with saturated aqueous solution of ammonium chloride and then extracted with ether. The ether solution was washed with water and dried. Ether was distilled off and the residue was recrystallized from ether. Th... Starting materials: C(C1=CC=CC=C1)(=O)NC1=CC=C(C=C1)C1=CC=C2CN(C(C2=C1)=O)[C@H](C(=O)O)C(C)C ((S)-2-(6-(4-Benzamidophenyl)-1-oxoisoindolin-2-yl)-3-methylbutanoic acid), FC1=C(C=CC(=C1)NC(C1=CC=C(C=C1)OC(F)(F)F)=O)C1=CC=C2CN(C(C2=C1)=O)[C@H](C(=O)OC)C(C)C ((S)-Methyl 2-(6-(2-fluoro-4-(4-(trifluoromethoxy)benzamido)phenyl)-1-oxo isoindolin-2-yl)-3-methylbutanoate). The product is FC1=C(C=CC(=C1)NC(C1=CC=C(C=C1)OC(F)(F)F)=O)C1=CC=C2CN(C(C2=C1)=O)[C@H](C(=O)O)C(C)C ((S)-2-(6-(2-Fluoro-4-(4-(trifluoromethoxy)benzamido)phenyl)-1-oxoisoindolin-2-yl)-3-methylbutanoic acid). Isolated yield 80.0%. RXN SMILES: C(NC1C=CC(C2C=C3C(CN([C@@H](C(C)C)C(O)=O)C3=O)=CC=2)=CC=1)(=O)C1C=CC=CC=1.[F:33][C:34]1[CH:39]=[C:38]([NH:40][C:41](=[O:53])[C:42]2[CH:47]=[CH:46][C:45]([O:48][C:49]([F:52])([F:51])[F:50])=[CH:44][CH:43]=2)[CH:37]=[CH:36][C:35]=1[C:54]1[CH:62]=[C:61]2[C:57]([CH2:58][N:59]([C@@H:64]([CH:69]([CH3:71])[CH3:70])[C:65]([O:67]C)=[O:66])[C:60]2=[O:63])=[CH:56][CH:55]=1>>[F:33][C:34]1[CH:39]=[C:38]([NH:40][C:41](=[O:53])[C:42]2[CH:43]=[CH:44][C:45]([O:48][C:49]([F:50])([F:51])[F:52])=[CH:46][CH:47]=2)[CH:37]=[CH:36][C:35]=1[C:54]1[CH:62]=[C:61]2[C:57]([CH2:58][N:59]([C@@H:64]([CH:69]([CH3:71])[CH3:70])[C:65]([OH:67])=[O:66])[C:60]2=[O:63])=[CH:56][CH:55]=1. Procedure: The compound of example 608 was prepared analogous to compound of example 98 by hydrolysis of compound of example 607. Reactants: CC(C)(C)OC(=O)N(Cc1ccc2c(c1)OCCO2)C1CCN(CCn2c(=O)cc(OCc3ccccc3)c3ccccc32)CC1, CO, C1CCOC1. Yields the product CC(C)(C)OC(=O)N(Cc1ccc2c(c1)OCCO2)C1CCN(CCn2c(=O)cc(O)c3ccccc32)CC1. As a reaction SMILES: [C:3]([CH3:4])([CH3:5])([CH3:6])[O:7][C:8]([N:9]([CH2:10][c:11]1[cH:12][c:13]2[c:14]([cH:19][cH:20]1)[O:15][CH2:16][CH2:17][O:18]2)[CH:21]1[CH2:22][CH2:23][N:24]([CH2:27][CH2:28][n:29]2[c:30](=[O:47])[cH:31][c:32]([O:39][CH2:40][c:41]3[cH:42][cH:43][cH:44][cH:45][cH:46]3)[c:33]3[cH:34][cH:35][cH:36][cH:37][c:38]23)[CH2:25][CH2:26]1)=[O:48].[CH3:1][OH:2].[O:49]1[CH2:50][CH2:51][CH2:52][CH2:53]1>>[C:3]([CH3:4])([CH3:5])([CH3:6])[O:7][C:8]([N:9]([CH2:10][c:11]1[cH:12][c:13]2[c:14]([cH:19][cH:20]1)[O:15][CH2:16][CH2:17][O:18]2)[CH:21]1[CH2:22][CH2:23][N:24]([CH2:27][CH2:28][n:29]2[c:30](=[O:47])[cH:31][c:32]([OH:39])[c:33]3[cH:34][cH:35][cH:36][cH:37][c:38]23)[CH2:25][CH2:26]1)=[O:48]. Run at time 16 hour. The solvent is CCOCC (ether), C1CCOC1 (THF). As a reaction SMILES: [CH3:1][Mg+].[Br-].[CH3:4][O:5][C:6](=[O:29])[C:7]1[CH:12]=[C:11]([C:13](=[O:15])[CH3:14])[C:10]([NH:16][CH:17]=[O:18])=[C:9]([F:19])[C:8]=1[NH:20][C:21]1[CH:26]=[CH:25][C:24]([Br:27])=[CH:23][C:22]=1[F:28]>CCOCC.C1COCC1>[CH3:4][O:5][C:6](=[O:29])[C:7]1[CH:12]=[C:11]([C:13]([OH:15])([CH3:1])[CH3:14])[C:10]([NH:16][CH:17]=[O:18])=[C:9]([F:19])[C:8]=1[NH:20][C:21]1[CH:26]=[CH:25][C:24]([Br:27])=[CH:23][C:22]=1[F:28] |f:0.1|. Procedure details: To a solution of MeMgBr (3.20 equiv., 3.0 M solution in diethyl ether) in ether is added a solution of 5-acetyl-2-(4-bromo-2-fluorophenylamino)-3-fluoro-4-formylamino-benzoic acid methyl ester (1.00 equiv.) in THF at 0° C. The reaction mixture is warmed to room temperature and stirred for 16 hours. The reaction is quenched with saturated aqueous NH4Cl and diluted with EtOAc. The organic layer is washed with brine, dried over MgSO4, filtered, and concentrated under reduced pressure to give the cr... Starting materials: C[Mg+].[Br-] (MeMgBr), COC(C1=C(C(=C(C(=C1)C(C)=O)NC=O)F)NC1=C(C=C(C=C1)Br)F)=O (5-acetyl-2-(4-bromo-2-fluorophenylamino)-3-fluoro-4-formylamino-benzoic acid methyl ester). Yields the product COC(C1=C(C(=C(C(=C1)C(C)(C)O)NC=O)F)NC1=C(C=C(C=C1)Br)F)=O (2-(4-bromo-2-fluorophenylamino)-3-fluoro-4-formylamino-5-(1-hydroxy-1-methyl-ethyl)-benzoic acid methyl ester). The reactants are C(N)(=O)C=1C=C(C=CC1F)NC(C(=O)O)C1=CC(=C(C=C1)OC)OC (2-(3-Carbamoyl-4-fluorophenylamino)-2-(3,4-dimethoxyphenyl)acetic acid), O.C(C=O)(=O)O (glyoxylic acid monohydrate), N=C1CC=2C(NC(C2C=C1)=O)=O (5-iminoisoindoline-1,3-dione), COC=1C=C(C=CC1OC)B(O)O (3,4-dimethoxyphenylboronic acid). The product is COC=1C=C(C=CC1OC)C(C(=O)O)NC=1C=C2C(NC(C2=CC1)=O)=O (2-(3,4-Dimethoxyphenyl)-2-(1,3-dioxoisoindolin-5-ylamino)acetic acid). Isolated yield 88.0%. Reaction SMILES: [C:1]([C:4]1[CH:5]=[C:6]([NH:11][CH:12]([C:16]2[CH:21]=[CH:20][C:19]([O:22][CH3:23])=[C:18]([O:24][CH3:25])[CH:17]=2)[C:13]([OH:15])=[O:14])[CH:7]=[CH:8][C:9]=1F)(=[O:3])[NH2:2].N=C1C=CC2[C:32](=[O:36])NC(=O)C=2C1.COC1C=C(B(O)O)C=CC=1OC.O.C(O)(=O)C=O>>[CH3:25][O:24][C:18]1[CH:17]=[C:16]([CH:12]([NH:11][C:6]2[CH:5]=[C:4]3[C:9](=[CH:8][CH:7]=2)[C:32](=[O:36])[NH:2][C:1]3=[O:3])[C:13]([OH:15])=[O:14])[CH:21]=[CH:20][C:19]=1[O:22][CH3:23] |f:3.4|. Procedure: 17A was prepared in a procedure similar to that of 13A using 5-iminoisoindoline-1,3-dione, 3,4-dimethoxyphenylboronic acid and glyoxylic acid monohydrate. Yield: 88%. 1H NMR (400 MHz, Methanol-d4) δ ppm 3.82 (s, 3H) 3.83 (s, 3H) 5.17 (s, 1H) 6.90 (dd, J=8.35, 2.20 Hz, 1H) 6.95 (d, J=7.91 Hz, 1H) 6.99 (d, J=2.20 Hz, 1H) 7.07-7.10 (m, 1H) 7.13 (d, J=2.20 Hz, 1H) 7.50 (d, J=8.35 Hz, 1H), LCMS: 366 (M+1). Starting materials: Cc1cc(C)c(-c2cc(Cl)nc(N)n2)cc1C(=O)OC(C)(C)C, O=C([O-])[O-], CN(C)C=O, CCOC(C)=O, [Cs+], [Cs+], NCCS. The product is Cc1cc(C)c(-c2cc(SCCN)nc(N)n2)cc1C(=O)OC(C)(C)C. RXN SMILES: [C:1]([CH3:2])([CH3:3])([CH3:4])[O:5][C:6]([c:7]1[c:8]([CH3:22])[cH:9][c:10]([CH3:21])[c:11](-[c:13]2[n:14][c:15]([NH2:20])[n:16][c:17]([Cl:19])[cH:18]2)[cH:12]1)=[O:23].[C:24](=[O:25])([O-:26])[O-:27].[CH3:34][N:35]([CH3:36])[CH:37]=[O:38].[CH3:39][CH2:40][O:41][C:42](=[O:43])[CH3:44].[Cs+:28].[Cs+:29].[NH2:30][CH2:31][CH2:32][SH:33]>>[C:1]([CH3:2])([CH3:3])([CH3:4])[O:5][C:6]([c:7]1[c:8]([CH3:22])[cH:9][c:10]([CH3:21])[c:11](-[c:13]2[n:14][c:15]([NH2:20])[n:16][c:17]([S:33][CH2:32][CH2:31][NH2:30])[cH:18]2)[cH:12]1)=[O:23].